Dataset: the Open Reaction Database (ORD), a public repository of structured organic reaction records. Task: describe an organic reaction: reactants, conditions, products, and yield The reactants are C1(=CC=CC=C1)S(=O)(=O)N1C2=C(C3=C1C=NC(=C3O)C#N)C=C(C=N2)Br (9-benzenesulfonyl-3-bromo-5-hydroxy-9H-dipyrido[2,3-b;4′,3′-d]pyrrole-6-carbonitrile), C(C)(C)(C)OC(=O)N1CCC(CC1)O (4-hydroxypiperidine-1-carboxylic acid tert-butyl ester), C1(=CC=CC=C1)P(C1=CC=CC=C1)C1=CC=CC=C1 (triphenylphosphine), N(=NC(=O)OCC)C(=O)OCC (diethyl azodicarboxylate). Solvent: C1CCOC1 (THF). Conditions: temperature 50 celsius. Yields the product C(C)(C)(C)OC(=O)N1CCC(CC1)OC1=C(N=CC2=C1C1=C(N2S(=O)(=O)C2=CC=CC=C2)N=CC(=C1)Br)C#N (4-(9-Benzenesulfonyl-3-bromo-6-cyano-9H-dipyrido[2,3-b;4′,3′-d]pyrrol-5-yloxy)piperidine-1-carboxylic acid tert-butyl ester). Isolated yield 78.1%. As a reaction SMILES: [C:1]1([S:7]([N:10]2[C:14]3[CH:15]=[N:16][C:17]([C:20]#[N:21])=[C:18]([OH:19])[C:13]=3[C:12]3[CH:22]=[C:23]([Br:26])[CH:24]=[N:25][C:11]2=3)(=[O:9])=[O:8])[CH:6]=[CH:5][CH:4]=[CH:3][CH:2]=1.[C:27]([O:31][C:32]([N:34]1[CH2:39][CH2:38][CH:37](O)[CH2:36][CH2:35]1)=[O:33])([CH3:30])([CH3:29])[CH3:28].C1(P(C2C=CC=CC=2)C2C=CC=CC=2)C=CC=CC=1.N(C(OCC)=O)=NC(OCC)=O>C1COCC1>[C:27]([O:31][C:32]([N:34]1[CH2:39][CH2:38][CH:37]([O:19][C:18]2[C:13]3[C:12]4[CH:22]=[C:23]([Br:26])[CH:24]=[N:25][C:11]=4[N:10]([S:7]([C:1]4[CH:2]=[CH:3][CH:4]=[CH:5][CH:6]=4)(=[O:8])=[O:9])[C:14]=3[CH:15]=[N:16][C:17]=2[C:20]#[N:21])[CH2:36][CH2:35]1)=[O:33])([CH3:30])([CH3:28])[CH3:29]. Procedure: A solution of 9-benzenesulfonyl-3-bromo-5-hydroxy-9H-dipyrido[2,3-b;4′,3′-d]pyrrole-6-carbonitrile (15.8 g, 36.8 mmol), 4-hydroxypiperidine-1-carboxylic acid tert-butyl ester (18.5 g, 92.0 mmol) and triphenylphosphine (24.1 g, 92.0 mmol) in anhydrous THF (100 mL) was treated dropwise with diethyl azodicarboxylate (18.1 mL, 92.0 mmol) and the mixture heated to 50° C. for 40 minutes. After this time, the reaction mixture was concentrated in-vacuo and the resultant residue purified by flash chromat... Starting materials: O=C([O-])O, CCOC(=O)c1cn(Cc2c(F)cccc2F)c2ccc(Oc3ccc(NC(C)=O)cc3)c(CCl)c2c1=O, CNCc1ccccc1, CN(C)C=O, CCN(C(C)C)C(C)C, [Na+]. The product is CCOC(=O)c1cn(Cc2c(F)cccc2F)c2ccc(Oc3ccc(NC(C)=O)cc3)c(CN(C)Cc3ccccc3)c2c1=O. Reaction SMILES: [C:57](=[O:58])([OH:59])[O-:60].[CH2:1]([CH3:2])[O:3][C:4](=[O:5])[c:6]1[cH:7][n:8]([CH2:30][c:31]2[c:32]([F:38])[cH:33][cH:34][cH:35][c:36]2[F:37])[c:9]2[cH:10][cH:11][c:12]([O:19][c:20]3[cH:21][cH:22][c:23]([NH:26][C:27]([CH3:28])=[O:29])[cH:24][cH:25]3)[c:13]([CH2:17][Cl:18])[c:14]2[c:15]1=[O:16].[CH3:39][NH:40][CH2:41][c:42]1[cH:43][cH:44][cH:45][cH:46][cH:47]1.[CH3:62][N:63]([CH3:64])[CH:65]=[O:66].[CH:48]([N:49]([CH2:50][CH3:51])[CH:52]([CH3:53])[CH3:54])([CH3:55])[CH3:56].[Na+:61]>>[CH2:1]([CH3:2])[O:3][C:4](=[O:5])[c:6]1[cH:7][n:8]([CH2:30][c:31]2[c:32]([F:38])[cH:33][cH:34][cH:35][c:36]2[F:37])[c:9]2[cH:10][cH:11][c:12]([O:19][c:20]3[cH:21][cH:22][c:23]([NH:26][C:27]([CH3:28])=[O:29])[cH:24][cH:25]3)[c:13]([CH2:17][N:40]([CH3:39])[CH2:41][c:42]3[cH:43][cH:44][cH:45][cH:46][cH:47]3)[c:14]2[c:15]1=[O:16]. Reactants: CI (methyl iodide), N1(CCCCC1)CC=1C=C(OCCCNC(CO)=O)C=CC1 (N-[3-[3-(1-piperidinylmethyl)phenoxy]propyl]hydroxyacetamide), [H-].[Na+] (sodium hydride), O (water). Solvent: CN(C=O)C (N,N-dimethylformamide), CN(C=O)C (N,N-dimethylformamide), CN(C=O)C (N,N-dimethylformamide). Reaction conditions: time 5 minute. Product: N1(CCCCC1)CC=1C=C(OCCCNC(COC)=O)C=CC1 (N-[3-[3-(1-piperidinylmethyl)phenoxy]propyl]methoxyacetamide). Yield: 37.1%. RXN SMILES: [N:1]1([CH2:7][C:8]2[CH:9]=[C:10]([CH:20]=[CH:21][CH:22]=2)[O:11][CH2:12][CH2:13][CH2:14][NH:15][C:16](=[O:19])[CH2:17][OH:18])[CH2:6][CH2:5][CH2:4][CH2:3][CH2:2]1.[H-].[Na+].[CH3:25]I.O>CN(C)C=O>[N:1]1([CH2:7][C:8]2[CH:9]=[C:10]([CH:20]=[CH:21][CH:22]=2)[O:11][CH2:12][CH2:13][CH2:14][NH:15][C:16](=[O:19])[CH2:17][O:18][CH3:25])[CH2:6][CH2:5][CH2:4][CH2:3][CH2:2]1 |f:1.2|. Procedure: A solution of 645 mg of N-[3-[3-(1-piperidinylmethyl)phenoxy]propyl]hydroxyacetamide in 2 ml of N,N-dimethylformamide was added under ice cooling to a suspension of 84.3 mg of sodium hydride in 1 ml of N,N-dimethylformamide, and the mixture was stirred for 5 minutes. Then, a solution of 299.3 mg of methyl iodide in 1 ml of N,N-dimethylformamide was added dropwise under ice cooling, and the mixture was stirred for 10 minutes. After the stirring, water was added, and the mixture was extracted with... Starting materials: C(C)OC(NC1=C(C=C(C=C1)Cl)C#N)=O ((4-chloro-2-cyano-phenyl)-carbamic acid ethyl ester), COCC(=O)NN (methoxymethyl-carboxylic acid hydrazide). The product is ClC1=CC=2C=3N(C(NC2C=C1)=O)N=C(N3)COC (9-Chloro-2-methoxymethyl-6H-[1,2,4]triazolo[1,5-c]quinazolin-5-one). The yield is 88.0%. Reaction SMILES: C([O:3][C:4](=O)[NH:5][C:6]1[CH:11]=[CH:10][C:9]([Cl:12])=[CH:8][C:7]=1[C:13]#[N:14])C.[CH3:16][O:17][CH2:18][C:19]([NH:21][NH2:22])=O>>[Cl:12][C:9]1[CH:10]=[CH:11][C:6]2[NH:5][C:4](=[O:3])[N:22]3[N:21]=[C:19]([CH2:18][O:17][CH3:16])[N:14]=[C:13]3[C:7]=2[CH:8]=1. Procedure details: As described for example 1a) (4-chloro-2-cyano-phenyl)-carbamic acid ethyl ester (71.0 g, 316 mmol) using methoxymethyl-carboxylic acid hydrazide instead of cyclopropane-carboxylic acid hydrazide, was converted to the title compound (73.9 g, 88%) which was obtained as a yellow solid. MS: m/e=264.9 [M+H]+.